Dataset: the Open Reaction Database (ORD), a public repository of structured organic reaction records. Task: describe an organic reaction: reactants, conditions, products, and yield The reactants are [Br-], C1CCOC1, C[Mg+], Cc1ccccc1, [Cl-], [NH4+], O=Cc1ccnc2ncccc12. Product: CC(O)c1ccnc2ncccc12. RXN SMILES: [Br-:13].[CH2:25]1[O:26][CH2:27][CH2:28][CH2:29]1.[CH3:14][Mg+:15].[CH3:18][c:19]1[cH:20][cH:21][cH:22][cH:23][cH:24]1.[Cl-:16].[NH4+:17].[n:1]1[cH:2][cH:3][c:4]([CH:11]=[O:12])[c:5]2[cH:6][cH:7][cH:8][n:9][c:10]12>>[n:1]1[cH:2][cH:3][c:4]([CH:11]([OH:12])[CH3:14])[c:5]2[cH:6][cH:7][cH:8][n:9][c:10]12.